Dataset: the Open Reaction Database (ORD), a public repository of structured organic reaction records. Task: describe an organic reaction: reactants, conditions, products, and yield Reactants: CCOC(=O)C(CCc1ccccc1)NC1COc2ccccc2N(CC(=O)O)C1=O, CCO, Cl, Cl, [Na+], [OH-]. Yields the product O=C(O)CN1C(=O)C(NC(CCc2ccccc2)C(=O)O)COc2ccccc21. RXN SMILES: [CH2:2]([CH3:3])[O:4][C:5](=[O:6])[CH:7]([CH2:8][CH2:9][c:10]1[cH:11][cH:12][cH:13][cH:14][cH:15]1)[NH:16][CH:17]1[CH2:18][O:19][c:20]2[c:21]([cH:29][cH:30][cH:31][cH:32]2)[N:22]([CH2:25][C:26](=[O:27])[OH:28])[C:23]1=[O:24].[CH3:34][CH2:35][OH:36].[ClH:1].[ClH:33].[Na+:38].[OH-:37]>>[O:4]=[C:5]([OH:6])[CH:7]([CH2:8][CH2:9][c:10]1[cH:11][cH:12][cH:13][cH:14][cH:15]1)[NH:16][CH:17]1[CH2:18][O:19][c:20]2[c:21]([cH:29][cH:30][cH:31][cH:32]2)[N:22]([CH2:25][C:26](=[O:27])[OH:28])[C:23]1=[O:24]. Starting materials: O (water), O1CCCC1 (tetrahydrofuran), [BH4-].[Na+] (sodium borohydride), ClC1=C(C(=CC(=C1)C(F)(F)F)Cl)N1N=CC(=N1)C=NC(=C(C#N)N)C#N (2-(2,6-dichloro-4-trifluoromethylphenyl)-4-[(2-amino-1,2-dicyanoethenylimino)methyl]-2H-1,2,3-triazole). The solvent is CO (methanol). Run at time 20 minute. The product is ClC1=C(C(=CC(=C1)C(F)(F)F)Cl)N1N=CC(=N1)CNC(=C(C#N)N)C#N (2-(2,6-dichloro-4-trifluoromethylphenyl)-4-[(2-amino-1,2-dicyanoethenylamino)methyl]-2H-1,2,3-triazole). RXN SMILES: [Cl:1][C:2]1[CH:7]=[C:6]([C:8]([F:11])([F:10])[F:9])[CH:5]=[C:4]([Cl:12])[C:3]=1[N:13]1[N:17]=[C:16]([CH:18]=[N:19][C:20]([C:25]#[N:26])=[C:21]([NH2:24])[C:22]#[N:23])[CH:15]=[N:14]1.O1CCCC1.[BH4-].[Na+].O>CO>[Cl:1][C:2]1[CH:7]=[C:6]([C:8]([F:11])([F:9])[F:10])[CH:5]=[C:4]([Cl:12])[C:3]=1[N:13]1[N:17]=[C:16]([CH2:18][NH:19][C:20]([C:25]#[N:26])=[C:21]([NH2:24])[C:22]#[N:23])[CH:15]=[N:14]1 |f:2.3|. Reported procedure: 2-(2,6-dichloro-4-trifluoromethylphenyl)-4-[(2-amino-1,2-dicyanoethenylimino)methyl]-2H-1,2,3-triazole (8 g) (prepared as in Example 1) was dissolved in methanol (50 ml) and tetrahydrofuran (75 ml) and then sodium borohydride (0.76 g) was added portionwise. This mixture was stirred for 20 minutes at room temperature and then poured into water to give a brown solid. This was purified by flash column chromatography to give 2-(2,6-dichloro-4-trifluoromethylphenyl)-4-[(2-amino-1,2-dicyanoethenylamin... Starting materials: C(CCCCC(=O)O)(=O)O (adipic acid), C(CCCCC#N)#N (adiponitrile), C(CCCCC(=O)OC)(=O)OC (dimethyl adipate), CO (methanol). Run at temperature 220 celsius, time 5 hour. Yields the product C(#N)C(C(=O)OC)CCC (methyl cyanovalerate), C(CCCCC(=O)OC)(=O)OC (dimethyl adipate). RXN SMILES: C(O)(=O)CCCCC(O)=O.C(#N)[CH2:12][CH2:13][CH2:14][CH2:15][C:16]#[N:17].[C:19]([O:29][CH3:30])(=[O:28])[CH2:20][CH2:21][CH2:22][CH2:23][C:24]([O:26][CH3:27])=[O:25].CO>>[C:16]([CH:15]([CH2:14][CH2:13][CH3:12])[C:24]([O:26][CH3:27])=[O:25])#[N:17].[C:24]([O:26][CH3:27])(=[O:25])[CH2:23][CH2:22][CH2:21][CH2:20][C:19]([O:29][CH3:30])=[O:28]. Reported procedure: Into a 2-liter, stainless autoclave were introduced 73.0 g (0.500 mole) of adipic acid, 432.0 g (4.000 moles) of adiponitrile and 26.1 g (0.150 mole) of dimethyl adipate. After purging with nitrogen, the content was stirred at 220° C. for 5 hours. After cooling the reaction mixture 320.0 g (10.000 moles) of methanol was added and the resulting mixture was stirred at 220° C. for 1 hour. By distilling the reaction mixture, there were obtained 114.2 g (0.810 mole) of methyl cyanovalerate and 26.8 g... Reactants: Cl.N1(N=CC=C1)C(=N)N (1H-pyrazole-1-carboxamidine hydrochloride), C(C)(C)N(C(C)C)CC (N,N-diisopropylethylamine), N[C@H]1[C@@H](C2=CC=CC=C2C1)NC(C(=O)NC1=CC(=C(C=C1)Cl)F)=O (N1-((1R,2R)-2-amino-2,3-dihydro-1H-inden-1-yl)-N2-(4-chloro-3-fluorophenyl)oxalamide). The solvent is CC#N.O (MeCN H2O), CN(C)C=O (DMF). Conditions: temperature 100 celsius. Yields the product C1[C@H]([C@@H](C2=CC=CC=C21)NC(=O)C(=O)NC3=CC(=C(C=C3)Cl)F)N=C(N)N (AWS-I-169). The yield is 49.1%. RXN SMILES: [NH2:1][C@@H:2]1[CH2:10][C:9]2[C:4](=[CH:5][CH:6]=[CH:7][CH:8]=2)[C@H:3]1[NH:11][C:12](=[O:24])[C:13]([NH:15][C:16]1[CH:21]=[CH:20][C:19]([Cl:22])=[C:18]([F:23])[CH:17]=1)=[O:14].Cl.[N:26]1([C:31](N)=[NH:32])C=CC=N1.C(N(CC)C(C)C)(C)C>CN(C=O)C.CC#N.O>[CH2:10]1[C:9]2[C:4](=[CH:5][CH:6]=[CH:7][CH:8]=2)[C@@H:3]([NH:11][C:12]([C:13]([NH:15][C:16]2[CH:21]=[CH:20][C:19]([Cl:22])=[C:18]([F:23])[CH:17]=2)=[O:14])=[O:24])[C@@H:2]1[N:1]=[C:31]([NH2:32])[NH2:26] |f:1.2,5.6|. Procedure details: To a solution containing AWS-I-45 (16 mg, 0.047 mmol) in 1 mL DMF was added 1H-pyrazole-1-carboxamidine hydrochloride (13.9 mg, 0.095 mmol), N,N-diisopropylethylamine, (41 μL, 0.237 mmol) and a stir bar. The solution was heated to 100° C. for 16 hours and then allowed to cool. The light-red reaction mixture was diluted with 1.5 mL of MeCN/H2O (1:1) and purified by HPLC to give 9 mg (48%) of AWS-I-169 as a clear amorphous solid; [α]D25=−3.2° (c=0.72, MeOH) 1H NMR (500 MHz, CD3OD): δ 8.3 (br s, 1H...